From a dataset of the Open Reaction Database (ORD), a public repository of structured organic reaction records. describe an organic reaction: reactants, conditions, products, and yield Starting materials: ClC=1C=C(C(=O)OC)C=CC1OC(CF)CF (methyl 3-chloro-4-(1,3-difluoropropan-2-yloxy)benzoate), [Li+].[OH-] (LiOH), Cl (HCl). Run in O1CCOCC1 (dioxane). Run at temperature 30 celsius, time 1.5 hour. Product: ClC=1C=C(C(=O)O)C=CC1OC(CF)CF (3-Chloro-4-(1,3-difluoropropan-2-yloxy)benzoic Acid). Yield: 79.2%. As a reaction SMILES: [Cl:1][C:2]1[CH:3]=[C:4]([CH:9]=[CH:10][C:11]=1[O:12][CH:13]([CH2:16][F:17])[CH2:14][F:15])[C:5]([O:7]C)=[O:6].[Li+].[OH-].Cl>O1CCOCC1>[Cl:1][C:2]1[CH:3]=[C:4]([CH:9]=[CH:10][C:11]=1[O:12][CH:13]([CH2:14][F:15])[CH2:16][F:17])[C:5]([OH:7])=[O:6] |f:1.2|. Reported procedure: To a solution of methyl 3-chloro-4-(1,3-difluoropropan-2-yloxy)benzoate (2.00 g, 7.56 mmol) in dioxane (15.11 mL) was added LiOH (1.0 M aq, 22.67 mL, 22.67 mmol). The reaction was stirred at 30° C. for 1.5 h in a 1 L round-bottomed flask. The reaction was cooled to room temperature and poured into 1 N HCl. A precipitate was formed and filtered by vacuum filtration to give the title compound (1.5 g) as a white solid. LCMS m/z=250.9 [M+H]+. The reactants are CC(C)(C)OC(=O)N1CCN(c2nnnn2-c2cccc(F)n2)CC1, [Li+], [Na+], C1CCOC1, [OH-], O, O, O=S(=O)([O-])O. Product: CC(C)(C)OC(=O)N1CCN(c2nnnn2-c2cccc(O)n2)CC1. RXN SMILES: [F:1][c:2]1[cH:3][cH:4][cH:5][c:6](-[n:8]2[n:9][n:10][n:11][c:12]2[N:13]2[CH2:14][CH2:15][N:16]([C:19](=[O:20])[O:21][C:22]([CH3:23])([CH3:24])[CH3:25])[CH2:17][CH2:18]2)[n:7]1.[Li+:28].[Na+:34].[O:35]1[CH2:36][CH2:37][CH2:38][CH2:39]1.[OH-:27].[OH2:26].[OH2:40].[S:29]([O-:30])(=[O:31])(=[O:32])[OH:33]>>[c:2]1([OH:30])[cH:3][cH:4][cH:5][c:6](-[n:8]2[n:9][n:10][n:11][c:12]2[N:13]2[CH2:14][CH2:15][N:16]([C:19](=[O:20])[O:21][C:22]([CH3:23])([CH3:24])[CH3:25])[CH2:17][CH2:18]2)[n:7]1. Starting materials: C(=O)O (formic acid), C (charcoal), ClC1=CC(=C(C(=C1)NCCOC)[N+](=O)[O-])NCCOC (4-chloro-2-(β-methoxyethyl)amino-6-(β-methoxyethyl)aminonitrobenzene). The reagents and catalysts are [Pd] (palladium). Run in alcohol, O (water), C(C)N(CC)CC (triethylamine). The product is COCCNC1=C(C(=CC=C1)NCCOC)[N+](=O)[O-] (2-(β-methoxyethyl)amino-6-(β-methoxyethyl)aminonitrobenzene). Reaction SMILES: C.Cl[C:3]1[CH:8]=[C:7]([NH:9][CH2:10][CH2:11][O:12][CH3:13])[C:6]([N+:14]([O-:16])=[O:15])=[C:5]([NH:17][CH2:18][CH2:19][O:20][CH3:21])[CH:4]=1.C(O)=O>C(N(CC)CC)C.O.[Pd]>[CH3:21][O:20][CH2:19][CH2:18][NH:17][C:5]1[CH:4]=[CH:3][CH:8]=[C:7]([NH:9][CH2:10][CH2:11][O:12][CH3:13])[C:6]=1[N+:14]([O-:16])=[O:15]. Reported procedure: 0.4 g of palladium at a concentration of 10% on active charcoal is added to 0.084 mole (25.5 g) of 4-chloro-2-(β-methoxyethyl)amino-6-(β-methoxyethyl)aminonitrobenzene in 33.4 ml of triethylamine, after which 7 ml of formic acid are added dropwise. At the end of the additions, the reaction mixture is heated for 1 hour 30 minutes, under reflux. The reaction mixture is diluted with 100 ml of 96° alcohol and 100 ml of water. The expected product precipitates. After filtration, the expected product ... Starting materials: ( M ), CS(=O)Cl (CH3SOCl), Cl (hydrogen chloride), P(Cl)(Cl)(Cl)(Cl)Cl (Phosphorus pentachloride), CS(=O)(=O)CS(=O)(=O)[O-].[Na+] (sodium (methylsulfonyl)methanesulfonate), CS(=O)(=O)CS(=O)(=O)[O-].[Na+] (sodium (methylsulfonyl)methanesulfonate). Run in P(=O)(Cl)(Cl)Cl (phosphorus oxychloride). Run at temperature 70 celsius. Yields the product CS(=O)(=O)CS(=O)(=O)Cl ((Methylsulfonyl)methanesulfonyl Chloride). As a reaction SMILES: P(Cl)(Cl)(Cl)(Cl)Cl.[CH3:7][S:8]([CH2:11][S:12]([O-:15])(=O)=[O:13])(=[O:10])=[O:9].[Na+].Cl.CS([Cl:21])=O>P(Cl)(Cl)(Cl)=O>[CH3:7][S:8]([CH2:11][S:12]([Cl:21])(=[O:15])=[O:13])(=[O:10])=[O:9] |f:1.2|. Procedure details: Phosphorus pentachloride (79.3 g, 0.381 mole) and sodium (methylsulfonyl)methanesulfonate (Formula II with Y=Na, X=H and R=CH3 ; 70 g, 0.359 mole) were stirred with 150 ml of phosphorus oxychloride. As the mixture was warmed to 70° C. in an oil bath, hydrogen chloride was slowly evolved, and the slurry thinned enough to be stirred with a magnetic stirrer. The mixture was heated for 18 hours in an oil bath at 80°-90° C., cooled, and filtered, and the residue was washed with dry chloroform. The ch... Starting materials: FC=1C(=C(C(=O)O)C=CC1)C (3-fluoro-2-methylbenzoic acid), S(=O)(Cl)Cl (thionyl chloride). Yields the product FC=1C(=C(C(=O)Cl)C=CC1)C (3-fluoro-2-methylbenzoyl chloride). Reaction SMILES: [F:1][C:2]1[C:3]([CH3:11])=[C:4]([CH:8]=[CH:9][CH:10]=1)[C:5](O)=[O:6].S(Cl)([Cl:14])=O>>[F:1][C:2]1[C:3]([CH3:11])=[C:4]([CH:8]=[CH:9][CH:10]=1)[C:5]([Cl:14])=[O:6]. Procedure: A solution of 2.87 g of 3-fluoro-2-methylbenzoic acid in 25 ml of thionyl chloride is refluxed for 1.75 hour and the excess thionyl chloride removed under vacuum. To the residue is added toluene (several times) and the toluene removed under vacuum after each addition to give 3-fluoro-2-methylbenzoyl chloride. The reactants are C1CCOC1, COC(=O)c1cc(Sc2cnc(Nc3cc(Cl)nc(C)n3)s2)ccn1, Cl, [Na+], [OH-]. Product: Cc1nc(Cl)cc(Nc2ncc(Sc3ccnc(C(=O)O)c3)s2)n1. As a reaction SMILES: [CH2:29]1[O:30][CH2:31][CH2:32][CH2:33]1.[Cl:1][c:2]1[cH:3][c:4]([NH:9][c:10]2[s:11][c:12]([S:15][c:16]3[cH:17][c:18]([C:22](=[O:23])[O:24][CH3:25])[n:19][cH:20][cH:21]3)[cH:13][n:14]2)[n:5][c:6]([CH3:8])[n:7]1.[ClH:28].[Na+:27].[OH-:26]>>[Cl:1][c:2]1[cH:3][c:4]([NH:9][c:10]2[s:11][c:12]([S:15][c:16]3[cH:17][c:18]([C:22](=[O:23])[OH:24])[n:19][cH:20][cH:21]3)[cH:13][n:14]2)[n:5][c:6]([CH3:8])[n:7]1. The reactants are O (Water), [H-].[Na+] (sodium hydride), FC(C=1C=CC(NC1)=O)(F)F (5-(trifluoromethyl)pyridin-2(1H)-one), BrCC1=CC=C(C=C1)C(C(=O)OC(C)(C)C)C1CCCC1 (tert-butyl(+/−)-[4-(bromomethyl)phenyl](cyclopentyl)acetate). Solvent: C(C)(=O)OCC (ethyl acetate), CN(C)C=O (DMF). Reaction conditions: temperature 40 celsius, time 30 minute. Yields the product C1(CCCC1)C(C(=O)OC(C)(C)C)C1=CC=C(C=C1)CN1C(C=CC(=C1)C(F)(F)F)=O (tert-Butyl(+/−)-cyclopentyl(4-{[2-oxo-5-(trifluoromethyl)pyridin-1(2H)-yl]methyl}phenyl)acetate). As a reaction SMILES: [H-].[Na+].[F:3][C:4]([F:13])([F:12])[C:5]1[CH:6]=[CH:7][C:8](=[O:11])[NH:9][CH:10]=1.Br[CH2:15][C:16]1[CH:21]=[CH:20][C:19]([CH:22]([CH:30]2[CH2:34][CH2:33][CH2:32][CH2:31]2)[C:23]([O:25][C:26]([CH3:29])([CH3:28])[CH3:27])=[O:24])=[CH:18][CH:17]=1.O>CN(C=O)C.C(OCC)(=O)C>[CH:30]1([CH:22]([C:19]2[CH:20]=[CH:21][C:16]([CH2:15][N:9]3[CH:10]=[C:5]([C:4]([F:3])([F:12])[F:13])[CH:6]=[CH:7][C:8]3=[O:11])=[CH:17][CH:18]=2)[C:23]([O:25][C:26]([CH3:27])([CH3:29])[CH3:28])=[O:24])[CH2:34][CH2:33][CH2:32][CH2:31]1 |f:0.1|. Reported procedure: 73.6 mg (1.84 mmol, 60% pure) of sodium hydride were added to 300 mg (1.84 mmol) of 5-(trifluoromethyl)pyridin-2(1H)-one in 2.5 ml of DMF. After 30 min of stirring, 500 mg (1.42 mmol) of tert-butyl(+/−)-[4-(bromomethyl)phenyl](cyclopentyl)acetate were added. After a further 2 h of stirring at RT, the reaction mixture was warmed to 40° C. for 1 h. Water and ethyl acetate were then added to the mixture, and the phases were separated. The organic phase was washed with saturated sodium chloride solu...